From a dataset of the Open Reaction Database (ORD), a public repository of structured organic reaction records. describe an organic reaction: reactants, conditions, products, and yield Starting materials: ClC1=C2C=CNC2=CC=C1 (4-chloroindole), C(=O)(C(=O)Cl)Cl ((COCl)2), CCO (EtOH). The solvent is C1CCOC1 (THF). Run at time 8 hour. The product is C(C)OC(C(=O)C1=CNC2=CC=CC(=C12)Cl)=O (4-chloro-3-(1H)-indoleglyoxylic acid ethyl ester). Reaction SMILES: [Cl:1][C:2]1[CH:10]=[CH:9][CH:8]=[C:7]2[C:3]=1[CH:4]=[CH:5][NH:6]2.[C:11](Cl)([C:13](Cl)=[O:14])=[O:12].[CH3:17][CH2:18][OH:19]>C1COCC1>[CH2:18]([O:19][C:13](=[O:14])[C:11]([C:4]1[C:3]2[C:7](=[CH:8][CH:9]=[CH:10][C:2]=2[Cl:1])[NH:6][CH:5]=1)=[O:12])[CH3:17]. Procedure details: To a solution of 4-chloroindole (5.00 g, 33.0 mmol) in dry THF (0.2 L), at 0° C. under argon was added (COCl)2 (3.6 mL, 40.4 mmol). The reaction mixture was stirred overnight while warming to rt, cooled to 0° C., and EtOH (4 mL, 69 mmol) was added. The reaction mixture was stirred at rt overnight, then partitioned between cold 0.2 M aq HCl and EtOAc. The aqueous layer was separated and re-extracted with EtOAc. The EtOAc extracts were washed with saturated aqueous NaHCO3 and brine. The extracts w... Starting materials: BrC1=CC=C(C=C1)C(C\C(=N/O)\C=1C=CC(N(C1)C)=O)C1=C(C=C(C=C1)F)F (5-{3-(4-Bromo-phenyl)-3-(2,4-difluoro-phenyl)-1-[(E)-hydroxyimino]-propyl}-1-methyl-1H-pyridin-2-one), C(=O)(O)C1=CC=C(C=C1)B(O)O (4-carboxyphenylboronic acid). Product: FC1=C(C=CC(=C1)F)C(C\C(\C1=CN(C(C=C1)=O)C)=N/O)C1=CC=C(C=C1)C1=CC=C(C=C1)C(=O)O (4′-[1-(2,4-Difluoro-phenyl)-3-[(E)-hydroxyimino]-3-(1-methyl-6-oxo-1,6-dihydro-pyridin-3-yl)-propyl]-biphenyl-4-carboxylic acid). Reaction SMILES: Br[C:2]1[CH:7]=[CH:6][C:5]([CH:8]([C:21]2[CH:26]=[CH:25][C:24]([F:27])=[CH:23][C:22]=2[F:28])[CH2:9]/[C:10](/[C:13]2[CH:14]=[CH:15][C:16](=[O:20])[N:17]([CH3:19])[CH:18]=2)=[N:11]\[OH:12])=[CH:4][CH:3]=1.[C:29]([C:32]1[CH:37]=[CH:36][C:35](B(O)O)=[CH:34][CH:33]=1)([OH:31])=[O:30]>>[F:28][C:22]1[CH:23]=[C:24]([F:27])[CH:25]=[CH:26][C:21]=1[CH:8]([C:5]1[CH:6]=[CH:7][C:2]([C:35]2[CH:36]=[CH:37][C:32]([C:29]([OH:31])=[O:30])=[CH:33][CH:34]=2)=[CH:3][CH:4]=1)[CH2:9]/[C:10](=[N:11]\[OH:12])/[C:13]1[CH:14]=[CH:15][C:16](=[O:20])[N:17]([CH3:19])[CH:18]=1. Reported procedure: The title compound was prepared in analogy to example 166, from 5-{3-(4-bromo-phenyl)-3-(2,4-difluoro-phenyl)-1-[(E)-hydroxyimino]-propyl}-1-methyl-1H-pyridin-2-one (example 402) and 4-carboxyphenylboronic acid (CAS RN 14047-29-1). The compound was purified by two silica gel chromatographies using a 20 g column and a MPLC system eluting with a gradient of dichloromethane:methanol (100:0 to 70:30). Light brown foam. MS (ESI+): m/z=489.2 ([M+H]+). Reactants: CCO, COc1ccc(-c2ccc(CCCl)cc2)cc1, N#C[K]. Yields the product COc1ccc(-c2ccc(CCC#N)cc2)cc1. Reaction SMILES: [CH3:21][CH2:22][OH:23].[Cl:1][CH2:2][CH2:3][c:4]1[cH:5][cH:6][c:7](-[c:10]2[cH:11][cH:12][c:13]([O:16][CH3:17])[cH:14][cH:15]2)[cH:8][cH:9]1.[K:18][C:19]#[N:20]>>[CH2:2]([CH2:3][c:4]1[cH:5][cH:6][c:7](-[c:10]2[cH:11][cH:12][c:13]([O:16][CH3:17])[cH:14][cH:15]2)[cH:8][cH:9]1)[C:19]#[N:20]. The reactants are C(CCCCCCCCCCC)[Mg]Br (dodecylmagnesium bromide), C[Si](C=1OC=CC1C=O)(C)C (2-trimethylsilyl-3-furaldehyde), aldehyde, solution. Solvent: O1CCCC1 (tetrahydrofuran), O1CCCC1 (tetrahydrofuran). Product: OC(CCCCCCCCCCCC)C1=C(OC=C1)[Si](C)(C)C (3-(1-Hydroxytridecyl)-2-trimethylsilylfuran). As a reaction SMILES: [CH2:1]([Mg]Br)[CH2:2][CH2:3][CH2:4][CH2:5][CH2:6][CH2:7][CH2:8][CH2:9][CH2:10][CH2:11][CH3:12].[CH3:15][Si:16]([CH3:25])([CH3:24])[C:17]1[O:18][CH:19]=[CH:20][C:21]=1[CH:22]=[O:23]>O1CCCC1>[OH:23][CH:22]([C:21]1[CH:20]=[CH:19][O:18][C:17]=1[Si:16]([CH3:25])([CH3:24])[CH3:15])[CH2:12][CH2:11][CH2:10][CH2:9][CH2:8][CH2:7][CH2:6][CH2:5][CH2:4][CH2:3][CH2:2][CH3:1]. Procedure: A solution of dodecylmagnesium bromide (a 1M solution in tetrahydrofuran; 14.3 ml; 14.3 mmol) was added to a solution of 2-trimethylsilyl-3-furaldehyde (1.20 g, 7.1 mmol) in tetrahydrofuran (30 ml) at 0°. After all the aldehyde has reacted, as shown by tlc, the mixture was quenched with dilute hydrochloric acid and was extracted with ethyl ether. Evaporation of the dried (magnesium sulfate) extracts gave an oil, which was purified by a silica column using 5% ethyl ether/hexane to give the title ... Starting materials: [N+](=O)([O-])C1=C(C=CC(=O)O)C=CC=C1 (o-nitrocinnamic acid). Reagents/catalysts: [Pd] (palladium on carbon). Run in C(C)O (ethanol). Yields the product N1C(=O)CCC2=CC=CC=C12 (3,4-dihydrocarbostyril). As a reaction SMILES: [N+:1]([C:4]1[CH:14]=[CH:13][CH:12]=[CH:11][C:5]=1[CH:6]=[CH:7][C:8](O)=[O:9])([O-])=O>C(O)C.[Pd]>[NH:1]1[C:4]2[C:5](=[CH:11][CH:12]=[CH:13][CH:14]=2)[CH2:6][CH2:7][C:8]1=[O:9]. Reported procedure: A solution of 25 g of o-nitrocinnamic acid in 250 ml of ethanol was shaken with 2.5 g of 10% palladium on carbon under hydrogen at a pressure of 3 atmospheres. When the theoretical amount of hydrogen had been absorbed the catalyst was filtered off, washed with hot ethanol and the filtrate evaporated under reduced pressure to give 3,4-dihydrocarbosytril, m.p. 168°-169° C. Yields the product C(C)(C)(C)OC(CN1C=CC2=CC=C(C=C12)OCC=1N=C(SC1C)C1=CC=CC=C1)=O ([6-(5-Methyl-2-phenyl-thiazol-4-ylmethoxy)-indol-1-yl]-acetic acid tert-butyl ester). As a reaction SMILES: [C:1]([O:5][C:6](=[O:18])[CH2:7][N:8]1[C:16]2[C:11](=[CH:12][CH:13]=[C:14]([OH:17])[CH:15]=2)[CH:10]=[CH:9]1)([CH3:4])([CH3:3])[CH3:2].Br[CH2:20][C:21]1[N:22]=[C:23]([C:27]2[CH:32]=[CH:31][CH:30]=[CH:29][CH:28]=2)[S:24][C:25]=1[CH3:26].C(=O)([O-])[O-].[Cs+].[Cs+].[I-].[K+]>CC(C)=O>[C:1]([O:5][C:6](=[O:18])[CH2:7][N:8]1[C:16]2[C:11](=[CH:12][CH:13]=[C:14]([O:17][CH2:20][C:21]3[N:22]=[C:23]([C:27]4[CH:32]=[CH:31][CH:30]=[CH:29][CH:28]=4)[S:24][C:25]=3[CH3:26])[CH:15]=2)[CH:10]=[CH:9]1)([CH3:4])([CH3:2])[CH3:3] |f:2.3.4,5.6|. The solvent is CC(=O)C (acetone). Procedure: In analogy to the procedure described in example 1 a], (6-hydroxy-indol-1-yl)-acetic acid tert-butyl ester (example 6 b]) was reacted with 4-bromomethyl-5-methyl-2-phenyl-thiazole [PCT Int. Appl. (2001), WO 0119805 A1] in the presence of cesium carbonate and potassium iodide in acetone for 14 h at ambient temperature to give the title compound as yellow oil. The reactants are C(C)(C)(C)OC(CN1C=CC2=CC=C(C=C12)O)=O ((6-hydroxy-indol-1-yl)-acetic acid tert-butyl ester), BrCC=1N=C(SC1C)C1=CC=CC=C1 (4-bromomethyl-5-methyl-2-phenyl-thiazole), C([O-])([O-])=O.[Cs+].[Cs+] (cesium carbonate), [I-].[K+] (potassium iodide). The reactants are CC(C)O, CC(C)(C)OC(=O)N1C2CCC1CNC2, N#Cc1ccc(OCC2CO2)cc1, O. Product: CC(C)(C)OC(=O)N1C2CCC1CN(CC(O)COc1ccc(C#N)cc1)C2. RXN SMILES: [CH3:30][CH:31]([OH:32])[CH3:33].[CH:1]12[CH2:2][NH:3][CH2:4][CH:5]([CH2:6][CH2:7]1)[N:8]2[C:9](=[O:10])[O:11][C:12]([CH3:13])([CH3:14])[CH3:15].[O:17]1[CH:18]([CH2:20][O:21][c:22]2[cH:23][cH:24][c:25]([C:26]#[N:27])[cH:28][cH:29]2)[CH2:19]1.[OH2:16]>>[CH:1]12[CH2:2][N:3]([CH2:19][CH:18]([OH:17])[CH2:20][O:21][c:22]3[cH:23][cH:24][c:25]([C:26]#[N:27])[cH:28][cH:29]3)[CH2:4][CH:5]([CH2:6][CH2:7]1)[N:8]2[C:9](=[O:10])[O:11][C:12]([CH3:13])([CH3:14])[CH3:15]. The reactants are CCc1cc(OC)c(F)cc1-c1ccc2cnn(C3CCCCO3)c2c1, CO, Cl. Product: CCc1cc(OC)c(F)cc1-c1ccc2cn[nH]c2c1. As a reaction SMILES: [CH2:1]([CH3:2])[c:3]1[c:4](-[c:12]2[cH:13][cH:14][c:15]3[cH:16][n:17][n:18]([CH:21]4[CH2:22][CH2:23][CH2:24][CH2:25][O:26]4)[c:19]3[cH:20]2)[cH:5][c:6]([F:11])[c:7]([O:9][CH3:10])[cH:8]1.[CH3:28][OH:29].[ClH:27]>>[CH2:1]([CH3:2])[c:3]1[c:4](-[c:12]2[cH:13][cH:14][c:15]3[cH:16][n:17][nH:18][c:19]3[cH:20]2)[cH:5][c:6]([F:11])[c:7]([O:9][CH3:10])[cH:8]1. Starting materials: OC=1C(C=C(C(C1)=O)O)=O (2,5-Dihydroxy-1,4-benzoquinone), [O-]S(=O)S(=O)[O-].[Na+].[Na+] (Na2S2O4), Cl (HCl). Solvent: O (water). Conditions: time 30 minute. Product: OC1=C(C=C(C(=C1)O)O)O (1,2,4,5-Tetrahydroxybenzene). RXN SMILES: [OH:1][C:2]1[C:3](=[O:10])[CH:4]=[C:5]([OH:9])[C:6](=[O:8])[CH:7]=1.[O-]S(S([O-])=O)=O.[Na+].[Na+].Cl>O>[OH:1][C:2]1[CH:7]=[C:6]([OH:8])[C:5]([OH:9])=[CH:4][C:3]=1[OH:10] |f:1.2.3|. Procedure details: 2,5-Dihydroxy-1,4-benzoquinone (4.00 g, 28.55 mmol) was suspended in water (50 ml, distilled) followed by Na2S2O4 (10.00 g, 57.47 mmol) and HCl (5.5 g, 55.75 mmol conc. soln.). The mixture was stirred 30 min. at room temperature and evaporated to dryness. The residue was washed with THF (40 ml) and filtered. The THF was evaporated yielding 2.00 g (14.07 mmol, 49.3%) of the title substance. Reported procedure: To a solution of 187 mg (0.429 mmol) 5-(1,3-dioxan-2-yl)-N-(3-methoxypropyl)-N-methyl-1-{[2-(trimethylsilyl)ethoxy]methyl}-1H-indazol-3-amine (Example 49A) in anhydrous THF (12 ml) were added 6.2 ml (6.2 mmol) tetrabutylammonium fluoride solution (1 M in THF) and ethane-1,2-diamine (145 μl). The solution was stirred at 50° C. for 3 h. After addition of further 6.2 ml tetrabutylammonium fluoride solution (1 M in THF), stirring at 50° C. was continued for 24 h. After cooling, the mixture was conce... Conditions: temperature 50 celsius, time 3 hour. Solvent: C1CCOC1 (THF). Reaction SMILES: [O:1]1[CH2:6][CH2:5][CH2:4][O:3][CH:2]1[C:7]1[CH:8]=[C:9]2[C:13](=[CH:14][CH:15]=1)[N:12](COCC[Si](C)(C)C)[N:11]=[C:10]2[N:24]([CH2:26][CH2:27][CH2:28][O:29][CH3:30])[CH3:25].[F-].C([N+](CCCC)(CCCC)CCCC)CCC.C(N)CN>C1COCC1>[O:3]1[CH2:4][CH2:5][CH2:6][O:1][CH:2]1[C:7]1[CH:8]=[C:9]2[C:13](=[CH:14][CH:15]=1)[NH:12][N:11]=[C:10]2[N:24]([CH2:26][CH2:27][CH2:28][O:29][CH3:30])[CH3:25] |f:1.2|. The product is O1C(OCCC1)C=1C=C2C(=NNC2=CC1)N(C)CCCOC (5-(1,3-Dioxan-2-yl)-N-(3-methoxypropyl)-N-methyl-1H-indazol-3-amine). Reactants: O1C(OCCC1)C=1C=C2C(=NN(C2=CC1)COCC[Si](C)(C)C)N(C)CCCOC (5-(1,3-Dioxan-2-yl)-N-(3-methoxypropyl)-N-methyl-1-{[2-(trimethylsilyl)ethoxy]methyl}-1H-indazol-3-amine), [F-].C(CCC)[N+](CCCC)(CCCC)CCCC (tetrabutylammonium fluoride), C(CN)N (ethane-1,2-diamine), [F-].C(CCC)[N+](CCCC)(CCCC)CCCC (tetrabutylammonium fluoride).